Dataset: the Open Reaction Database (ORD), a public repository of structured organic reaction records. Task: describe an organic reaction: reactants, conditions, products, and yield Reactants: C(C=1C(N)=CC=CC1)(=O)OC (methyl anthranilate), P(=O)(Cl)(Cl)Cl (phosphorous oxychloride), CN(C=O)C (dimethylformamide), [OH-].[Na+] (NaOH). The solvent is ClCCl (dichloromethane). Product: CN(C)C=NC1=C(C(=O)OC)C=CC=C1 (Methyl 2-(dimethylaminomethyleneamino)benzoate). Reaction SMILES: [C:1]([O:10][CH3:11])(=[O:9])[C:2]1[C:3](=[CH:5][CH:6]=[CH:7][CH:8]=1)[NH2:4].P(Cl)(Cl)(Cl)=O.[OH-].[Na+].[CH3:19][N:20]([CH3:23])[CH:21]=O>ClCCl>[CH3:19][N:20]([CH:23]=[N:4][C:3]1[CH:5]=[CH:6][CH:7]=[CH:8][C:2]=1[C:1]([O:10][CH3:11])=[O:9])[CH3:21] |f:2.3|. Procedure details: To a stirred solution of 7.56 g of methyl anthranilate in 50 ml of dimethylformamide at 0° C. was added 5.6 ml of phosphorous oxychloride during 15 m. The mixture was heated at 55 for 45 m, cooled to 0, and diluted with dichloromethane. The mixture was basified at 0° C. by slow addition of cold 1N NaOH to pH 9. The dichloromethane layer was separated, washed with water, dried and concentrated to an oil. Starting materials: C(=O)C1=C(OCCCCC(=O)O)C=CC=C1O (5-(2-Formyl-3-hydroxyphenoxy)pentanoic acid), C1(CCCCC1)NC1CCCCC1 (Dicyclohexylamine). Solvent: C(C)(=O)OCC (ethyl acetate). Run at temperature 0 celsius. Yields the product C(=O)C1=C(OCCCCC(=O)[O-])C=CC=C1O.C1(CCCCC1)[NH2+]C1CCCCC1 (dicyclohexylammonium 5-(2-formyl-3-hydroxyphenoxy)pentanoate), hydrate. As a reaction SMILES: [CH:1]([C:3]1[C:16]([OH:17])=[CH:15][CH:14]=[CH:13][C:4]=1[O:5][CH2:6][CH2:7][CH2:8][CH2:9][C:10]([OH:12])=[O:11])=[O:2].[CH:18]1([NH:24][CH:25]2[CH2:30][CH2:29][CH2:28][CH2:27][CH2:26]2)[CH2:23][CH2:22][CH2:21][CH2:20][CH2:19]1>C(OCC)(=O)C>[CH:1]([C:3]1[C:16]([OH:17])=[CH:15][CH:14]=[CH:13][C:4]=1[O:5][CH2:6][CH2:7][CH2:8][CH2:9][C:10]([O-:12])=[O:11])=[O:2].[CH:25]1([NH2+:24][CH:18]2[CH2:19][CH2:20][CH2:21][CH2:22][CH2:23]2)[CH2:26][CH2:27][CH2:28][CH2:29][CH2:30]1 |f:3.4|. Procedure details: 5-(2-Formyl-3-hydroxyphenoxy)pentanoic acid (119 mg, 0.5 mM) was dissolved in ethyl acetate (5 ml) and cooled to 0° C. under nitrogen with stirring. Dicyclohexylamine (0.11 ml, 100 mg, 0.55 mM) was then added and the mixture stirred at 0° C. (1/2 hr) under nitrogen. The precipitated solid was then filtered off and washed with ethyl acetate to give dicyclohexylammonium 5-(2-formyl-3-hydroxyphenoxy)pentanoate, 0.25 hydrate, m.p. 114°-115° C.